This data is from the Open Reaction Database (ORD), a public repository of structured organic reaction records. The task is: describe an organic reaction: reactants, conditions, products, and yield The reactants are ClC[C@H](COC1=CC=C(C=C1)F)O ((S)-1-Chloro-3-(4-fluoro-phenoxy)-propan-2-ol), [N-]=[N+]=[N-].[Na+] (sodium azide), CS(=O)C (DMSO). Run in O (water). Reaction conditions: temperature 80 celsius, time 6 hour. Product: N(=[N+]=[N-])C[C@H](COC1=CC=C(C=C1)F)O ((R)-1-Azido-3-(4-fluoro-phenoxy)-propan-2-ol). As a reaction SMILES: Cl[CH2:2][C@@H:3]([OH:13])[CH2:4][O:5][C:6]1[CH:11]=[CH:10][C:9]([F:12])=[CH:8][CH:7]=1.[N-:14]=[N+:15]=[N-:16].[Na+].CS(C)=O>O>[N:14]([CH2:2][C@@H:3]([OH:13])[CH2:4][O:5][C:6]1[CH:11]=[CH:10][C:9]([F:12])=[CH:8][CH:7]=1)=[N+:15]=[N-:16] |f:1.2|. Reported procedure: A mixture of (S)-1-Chloro-3-(4-fluoro-phenoxy)-propan-2-ol (5.0 g, 24.5 mmol), sodium azide (3.19 g, 49.0 mmol) and DMSO (25 mL) was stirred at 80° C. for 6 h. Then the reaction mixture was poured into water (100 mL), extracted with hexane-Et2O (1:1) mixture (2×100 mL). Extracts were washed with brine (100 mL), dried over Na2SO4 and evaporated. The residue was dried under vacuum at RT. Colorless oil, 4.83 g (22.9 mmol, 93%). Starting materials: C1(=CC=CC=C1)[C@@H](C)N1[C@@H]2C=C[C@H]([C@H]1C(=O)OCC)C2 (ethyl (1S, 3S, 4R)-2-[(R)-1-phenylethyl]-2-azabicyclo[2.2.1]hept-5-ene-3-carboxylate). The reagents and catalysts are [OH-].[OH-].[Pd+2] (Pd(OH)2). Solvent: C(C)(=O)OCC (ethyl acetate). Conditions: temperature 45 celsius, time 60 hour. Product: [C@@H]12N[C@@H]([C@@H](CC1)C2)C(=O)OCC (ethyl (1R, 3S, 4S)-2-azabicyclo[2.2.1]heptane-3-carboxylate). The yield is 38.5%. As a reaction SMILES: C1([C@H]([N:9]2[C@H:14]([C:15]([O:17][CH2:18][CH3:19])=[O:16])[C@@H:13]3[CH2:20][C@H:10]2[CH:11]=[CH:12]3)C)C=CC=CC=1>C(OCC)(=O)C.[OH-].[OH-].[Pd+2]>[C@H:10]12[CH2:20][C@H:13]([CH2:12][CH2:11]1)[C@@H:14]([C:15]([O:17][CH2:18][CH3:19])=[O:16])[NH:9]2 |f:2.3.4|. Procedure details: To a solution of ethyl (1S, 3S, 4R)-2-[(R)-1-phenylethyl]-2-azabicyclo[2.2.1]hept-5-ene-3-carboxylate (3.01 g, 11.1 mmol) in ethyl acetate (22 ml) was added 20 wt % Pd(OH)2 (3.89 g) and the mixture was stirred under a hydrogen atmosphere at 45° C. for 60 hours. After a filtration through Celite, the solvent was concentrated. The residue was purified by silica gel column chromatography (1%–2.5% methanol/chloroform), to give ethyl (1R, 3S, 4S)-2-azabicyclo[2.2.1]heptane-3-carboxylate (0.724 g, 39%... Starting materials: C1=NC=CC2=C(C=CC=C12)CC(=O)O (2-(isoquinolin-5-yl)acetic acid), S1C(=NC2=C1C=CC=C2)C2=C(SC=C2C)N (3-(benzo[d]thiazol-2-yl)-4-methylthiophen-2-amine). The solvent is C(C)N(CC)CC (triethylamine). Yields the product S1C(=NC2=C1C=CC=C2)C2=C(SC=C2C)NC(CC2=C1C=CN=CC1=CC=C2)=O (N-(3-(benzo[d]thiazol-2-yl)-4-methylthiophen-2-yl)-2-(isoquinolin-5-yl)acetamide). Reaction SMILES: [CH:1]1[C:10]2[C:5](=[C:6]([CH2:11][C:12]([OH:14])=O)[CH:7]=[CH:8][CH:9]=2)[CH:4]=[CH:3][N:2]=1.[S:15]1[C:19]2[CH:20]=[CH:21][CH:22]=[CH:23][C:18]=2[N:17]=[C:16]1[C:24]1[C:28]([CH3:29])=[CH:27][S:26][C:25]=1[NH2:30]>C(N(CC)CC)C>[S:15]1[C:19]2[CH:20]=[CH:21][CH:22]=[CH:23][C:18]=2[N:17]=[C:16]1[C:24]1[C:28]([CH3:29])=[CH:27][S:26][C:25]=1[NH:30][C:12](=[O:14])[CH2:11][C:6]1[CH:7]=[CH:8][CH:9]=[C:10]2[C:5]=1[CH:4]=[CH:3][N:2]=[CH:1]2. Procedure: The title compound was prepared from 2-(isoquinolin-5-yl)acetic acid and 3-(benzo[d]thiazol-2-yl)-4-methylthiophen-2-amine using Protocol B except that triethylamine was also added. MS(ESI) 416.0 [M+H], Retention time=2.86 min; 1H-NMR (300 MHz, CDCl3) δ 9.40 (s, 1H), 8.57 (d, J=6.04 Hz, 1H), 8.10-8.07 (m, 2H), 8.0 (d, J=6.6 Hz, 1H), 7.90-7.88 (m, 1H), 7.83-7.77 (m, 1H), 7.71-7.68 (m, 1H), 7.55-7.51 (m, 1H), 7.42-7.37 (m, 1H), 6.56 (s, 1H), 4.39 (s, 2H), 2.56 (s, 3H). Starting materials: C(C)(=O)OCC (ethyl acetate), ClCC=1N=C(OC1)CC (4-chloromethyl-2-ethyl-1,3-oxazole), P(OCC)(OCC)OCC (triethyl phosphite). Solvent: C(C)(=O)OCC.C(C)O (ethyl acetate ethanol). Run at temperature 160 celsius, time 16 hour. Yields the product C(C)C=1OC=C(N1)CP(OCC)(OCC)=O (diethyl [(2-ethyl-1,3-oxazol-4-yl)methyl]phosphonate). Yield: 69.7%. As a reaction SMILES: Cl[CH2:2][C:3]1[N:4]=[C:5]([CH2:8][CH3:9])[O:6][CH:7]=1.[P:10]([O:17]CC)([O:14][CH2:15][CH3:16])[O:11][CH2:12][CH3:13].C(OCC)(=O)C>C(OCC)(=O)C.C(O)C>[CH2:8]([C:5]1[O:6][CH:7]=[C:3]([CH2:2][P:10](=[O:17])([O:14][CH2:15][CH3:16])[O:11][CH2:12][CH3:13])[N:4]=1)[CH3:9] |f:3.4|. Procedure: A mixture of 4-chloromethyl-2-ethyl-1,3-oxazole (3.26 g), triethyl phosphite (8.19 g) was stirred at 160° C. for 16 hrs. Excess triethyl phosphite was evaporated under reduced pressure. The residue was subjected to silica gel column chromatography and eluted with ethyl acetate-hexane (1:1, v/v), ethyl acetate, then ethyl acetate-ethanol (10:1, v/v) to give diethyl [(2-ethyl-1,3-oxazol-4-yl)methyl]phosphonate as a colorless oil (3.86 g, yield 70%). The reactants are [N+](=O)(O)[O-] (nitric acid), NC1=NC2=CC=C(C=C2C(=N1)N)N (2,4,6-triaminoquinazoline), NC1=NC2=CC=C(C(=C2C(=N1)N)Cl)N (2,4,6-triamino-5-chloroquinazoline), S(O)(O)(=O)=O (sulfuric acid), NC1=NC2=CC=CC(=C2C(=N1)N)Cl (2,4-diamino-5-chloroquinazoline). Product: NC1=NC2=CC=C(C(=C2C(=N1)N)Cl)[N+](=O)[O-] (2,4-diamino-5-chloro-6-nitroquinazoline). As a reaction SMILES: NC1N=C(N)C2C(=CC=C(N)C=2)N=1.NC1N=C(N)C2C(=CC=C(N)C=2Cl)N=1.[NH2:28][C:29]1[N:38]=[C:37]([NH2:39])[C:36]2[C:31](=[CH:32][CH:33]=[CH:34][C:35]=2[Cl:40])[N:30]=1.[N+:41]([O-])([OH:43])=[O:42].S(=O)(=O)(O)O>>[NH2:28][C:29]1[N:38]=[C:37]([NH2:39])[C:36]2[C:31](=[CH:32][CH:33]=[C:34]([N+:41]([O-:43])=[O:42])[C:35]=2[Cl:40])[N:30]=1. Procedure details: In a similar manner 2,4,6-triaminoquinazoline and 2,4,6-triamino-5-chloroquinazoline can be prepared. This is accomplished by the nitration of, for example, 2,4-diamino-5-chloroquinazoline (above) with 90% nitric acid and sulfuric acid, yielding the corresponding 2,4-diamino-5-chloro-6-nitroquinazoline. The 6-nitroquinazoline is in turn reduced by either hydrogenation in the presence of 10% palladium on carbon or by treatment with stannous chloride dihydrate, affording the corresponding 2,4,6-tr... Reactants: 36b, ClCC=1N=C(OC1C)C1=C(C=CC=C1)OC (4-chloromethyl-2-(2-methoxy-phenyl)-5-methyl-oxazole), C(C)OC(/C(=C/C=1C=C2C=CNC2=CC1)/OCC)=O ((Z)-2-ethoxy-3-(1H-indol-5-yl)-acrylic acid ethyl ester), 1a. Product: C(C)OC(/C(=C/C=1C=C2C=CN(C2=CC1)CC=1N=C(OC1C)C1=C(C=CC=C1)OC)/OCC)=O ((Z)-2-ethoxy-3-{1-[2-(2-methoxy-phenyl)-5-methyl-oxazol-4-ylmethyl]-1H-indol-5-yl}-acrylic acid ethyl ester). RXN SMILES: [CH2:1]([O:3][C:4](=[O:19])/[C:5](/[O:16][CH2:17][CH3:18])=[CH:6]/[C:7]1[CH:8]=[C:9]2[C:13](=[CH:14][CH:15]=1)[NH:12][CH:11]=[CH:10]2)[CH3:2].Cl[CH2:21][C:22]1[N:23]=[C:24]([C:28]2[CH:33]=[CH:32][CH:31]=[CH:30][C:29]=2[O:34][CH3:35])[O:25][C:26]=1[CH3:27]>>[CH2:1]([O:3][C:4](=[O:19])/[C:5](/[O:16][CH2:17][CH3:18])=[CH:6]/[C:7]1[CH:8]=[C:9]2[C:13](=[CH:14][CH:15]=1)[N:12]([CH2:21][C:22]1[N:23]=[C:24]([C:28]3[CH:33]=[CH:32][CH:31]=[CH:30][C:29]=3[O:34][CH3:35])[O:25][C:26]=1[CH3:27])[CH:11]=[CH:10]2)[CH3:2]. Procedure details: In analogy to the procedures described in examples 36a) and 36b), (Z)-2-ethoxy-3-(1H-indol-5-yl)-acrylic acid ethyl ester [preparation 1a)] was reacted with 4-chloromethyl-2-(2-methoxy-phenyl)-5-methyl-oxazole to give (Z)-2-ethoxy-3-{1-[2-(2-methoxy-phenyl)-5-methyl-oxazol-4-ylmethyl]-1H-indol-5-yl}-acrylic acid ethyl ester, which was subsequently saponified to yield (Z)-2-ethoxy-3-{1-[2-(2-methoxy-phenyl)-5-methyl-oxazol-4-ylmethyl]-1H-indol-5-yl}-acrylic acid as colorless solid. Reactants: [Cl-].[Cl-].C=1(C(=CC=CC1)C)C (xylene dichloride). Solvent: C=1(C(=CC=CC1)C)C (xylene). The product is ClC(C=1C(=CC=CC1)C)Cl (α,α-dichloroxylene), ClCC=1C(=CC=CC1)CCl (α,α'-dichloroxylene). Reaction SMILES: [Cl-:1].[Cl-:2].[C:3]1([CH3:10])[C:4]([CH3:9])=[CH:5][CH:6]=[CH:7][CH:8]=1>C1(C)C(C)=CC=CC=1>[Cl:1][CH:10]([Cl:2])[C:3]1[C:4]([CH3:9])=[CH:5][CH:6]=[CH:7][CH:8]=1.[Cl:1][CH2:10][C:3]1[C:4]([CH2:9][Cl:2])=[CH:5][CH:6]=[CH:7][CH:8]=1 |f:0.1.2|. Procedure details: As the process being relatively good in selectivity is known the process of the U.S. Pat. No. 3,597,485. This process comprises oxidizing alkylbenzene in gas phase in the presence of mixed catalyst consisting of tungsten and molybdenum oxides and terephthalaldehyde is obtained in 40-60% yield by passing air containing about 1% of p-xylene over the catalyst heated at 475°-575° C. with the contact set at 0.1-0.2 seconds. In this process, however, difficulty lies in recovery of products since dilut... The reactants are ClC1=C(C(=O)O)C=C(C=C1)OC (2-chloro-5-methoxybenzoic acid), FC1(CCC(CC1)(C=1C=NC(=CC1)F)CN)F (C-[4,4-difluoro-1-(6-fluoro-pyridin-3-yl)-cyclohexyl]-methylamine). The product is ClC1=C(C(=O)NCC2(CCC(CC2)(F)F)C=2C=NC(=CC2)F)C=C(C=C1)OC (2-Chloro-N-[4,4-difluoro-1-(6-fluoro-pyridin-3-yl)-cyclohexylmethyl]-5-methoxy-benzamide). As a reaction SMILES: [Cl:1][C:2]1[CH:10]=[CH:9][C:8]([O:11][CH3:12])=[CH:7][C:3]=1[C:4]([OH:6])=O.[F:13][C:14]1([F:29])[CH2:19][CH2:18][C:17]([CH2:27][NH2:28])([C:20]2[CH:21]=[N:22][C:23]([F:26])=[CH:24][CH:25]=2)[CH2:16][CH2:15]1>>[Cl:1][C:2]1[CH:10]=[CH:9][C:8]([O:11][CH3:12])=[CH:7][C:3]=1[C:4]([NH:28][CH2:27][C:17]1([C:20]2[CH:21]=[N:22][C:23]([F:26])=[CH:24][CH:25]=2)[CH2:18][CH2:19][C:14]([F:13])([F:29])[CH2:15][CH2:16]1)=[O:6]. Procedure: From 2-chloro-5-methoxybenzoic acid and C-[4,4-difluoro-1-(6-fluoro-pyridin-3-yl)-cyclohexyl]-methylamine. LCMS (MH+): m/z=413.1, tR (minutes, Method D)=0.72 Starting materials: C[O-].[Na+] (sodium methylate), C(#N)C1=NC=CC=C1CC#N (2-cyano-3-pyridylacetonitrile), C(\C=C\C)(=O)OC (methyl crotonate). Solvent: C(C)(=O)O (acetic acid). Yields the product CC(CC(=O)OC)C(C=1C(=NC=CC1)C#N)C#N (Methyl 3-methyl-4-cyano-4-(2-cyano-3-pyridyl)butyrate). Reaction SMILES: C[O-].[Na+].[C:4]([C:6]1[C:11]([CH2:12][C:13]#[N:14])=[CH:10][CH:9]=[CH:8][N:7]=1)#[N:5].[C:15]([O:20][CH3:21])(=[O:19])/[CH:16]=[CH:17]/[CH3:18]>C(O)(=O)C>[CH3:18][CH:17]([CH:12]([C:13]#[N:14])[C:11]1[C:6]([C:4]#[N:5])=[N:7][CH:8]=[CH:9][CH:10]=1)[CH2:16][C:15]([O:20][CH3:21])=[O:19] |f:0.1|. Reported procedure: A catalytic amount of a 5% strength methanolic sodium methylate solution is added to a mixture of 4.9 g (0.03 mol) of 2-cyano-3-pyridylacetonitrile and 3.4 g (0.03 mol) of methyl crotonate with stirring at a rate such that the reaction temperature remains below 40° C. When the evolution of heat has subsided, the mixture is neutralized using dilute acetic acid. The mixture is extracted with chloroform and the organic phase is dried over MgSO4, filtered and concentrated in vacuo. The residue is pu...